From a dataset of the Open Reaction Database (ORD), a public repository of structured organic reaction records. describe an organic reaction: reactants, conditions, products, and yield Product: CC(C)(C)C1CCc2nnc(NN)cc2C1. The reactants are CC(C)(C)C1CCc2nnc(Cl)cc2C1, CCO, Cl, NN, C1CCOC1, O. RXN SMILES: [C:1]([CH3:2])([CH3:3])([CH3:4])[CH:5]1[CH2:6][c:7]2[cH:8][c:9]([Cl:15])[n:10][n:11][c:12]2[CH2:13][CH2:14]1.[CH3:24][CH2:25][OH:26].[ClH:27].[NH2:17][NH2:18].[O:19]1[CH2:20][CH2:21][CH2:22][CH2:23]1.[OH2:16]>>[C:1]([CH3:2])([CH3:3])([CH3:4])[CH:5]1[CH2:6][c:7]2[cH:8][c:9]([NH:17][NH2:18])[n:10][n:11][c:12]2[CH2:13][CH2:14]1. Starting materials: COc1ccccc1C1(Cl)C(=O)Nc2ccc(Cl)cc21, O=C(O)C(F)(F)F, CN(C)C(=O)C(N)CCC(N)=O. Product: COc1ccccc1C1(NC(CCC(N)=O)C(=O)N(C)C)C(=O)Nc2ccc(Cl)cc21. Reaction SMILES: [Cl:1][C:2]1([c:13]2[c:14]([O:19][CH3:20])[cH:15][cH:16][cH:17][cH:18]2)[C:3](=[O:12])[NH:4][c:5]2[cH:6][cH:7][c:8]([Cl:11])[cH:9][c:10]21.[F:21][C:22]([F:23])([F:24])[C:25]([OH:26])=[O:27].[NH2:28][CH:29]([C:30](=[O:31])[N:32]([CH3:33])[CH3:34])[CH2:35][CH2:36][C:37](=[O:38])[NH2:39]>>[C:2]1([c:13]2[c:14]([O:19][CH3:20])[cH:15][cH:16][cH:17][cH:18]2)([NH:28][CH:29]([C:30](=[O:31])[N:32]([CH3:33])[CH3:34])[CH2:35][CH2:36][C:37](=[O:38])[NH2:39])[C:3](=[O:12])[NH:4][c:5]2[cH:6][cH:7][c:8]([Cl:11])[cH:9][c:10]21. Starting materials: COP(=O)(OC)C(NC(=O)OC(C)(C)C)C(=O)OC(C)(C)C, CC(C)(C)c1ocnc1C=O, O=C([O-])[O-], [Cs+], [Cs+], CN(C)C=O. Yields the product CC(C)(C)OC(=O)NC(=Cc1ncoc1C(C)(C)C)C(=O)OC(C)(C)C. As a reaction SMILES: [C:1]([CH3:2])([CH3:3])([CH3:4])[O:5][C:6]([CH:7]([NH:8][C:9](=[O:10])[O:11][C:12]([CH3:13])([CH3:14])[CH3:15])[P:16]([O:17][CH3:18])([O:19][CH3:20])=[O:21])=[O:22].[C:23]([CH3:24])([CH3:25])([CH3:26])[c:27]1[c:28]([CH:32]=[O:33])[n:29][cH:30][o:31]1.[C:34](=[O:35])([O-:36])[O-:37].[Cs+:38].[Cs+:39].[O:40]=[CH:41][N:42]([CH3:43])[CH3:44]>>[C:1]([CH3:2])([CH3:3])([CH3:4])[O:5][C:6]([C:7]([NH:8][C:9](=[O:10])[O:11][C:12]([CH3:13])([CH3:14])[CH3:15])=[CH:32][c:28]1[c:27]([C:23]([CH3:24])([CH3:25])[CH3:26])[o:31][cH:30][n:29]1)=[O:22].